From a dataset of the Open Reaction Database (ORD), a public repository of structured organic reaction records. describe an organic reaction: reactants, conditions, products, and yield Starting materials: OC1=CC=C(CO)C=C1 (4-hydroxybenzyl alcohol), Cl.ClCCN1CCCCC1 (1-(2-chloroethyl)-piperidine hydrochloride), C(=O)([O-])[O-].[K+].[K+] (K2CO3). Product: N1(CCCCC1)CCOC1=CC=C(CO)C=C1 (4-(2-piperidinylethoxy) benzyl alcohol). Reaction SMILES: [OH:1][C:2]1[CH:9]=[CH:8][C:5]([CH2:6][OH:7])=[CH:4][CH:3]=1.Cl.Cl[CH2:12][CH2:13][N:14]1[CH2:19][CH2:18][CH2:17][CH2:16][CH2:15]1.C([O-])([O-])=O.[K+].[K+]>>[N:14]1([CH2:13][CH2:12][O:1][C:2]2[CH:9]=[CH:8][C:5]([CH2:6][OH:7])=[CH:4][CH:3]=2)[CH2:19][CH2:18][CH2:17][CH2:16][CH2:15]1 |f:1.2,3.4.5|. Procedure details: Schemes IX through XII exemplify the synthesis of 2-(4-Hydroxy-phenyl)-3-methyl-1-[4-(2-piperidin-1-yl-ethoxy)-benzyl]-1H-indol-5-ol utilizing intermediates of the present invention. Scheme IIa, described above, can be considered the first step of Scheme IX or a step prior thereto. In this step 4-hydroxybenzyl alcohol is treated with a desired aryl amino alkyl chloride to afford the corresponding alkoxy benzyl alcohol. In the specific example of Scheme IIa, 4-hydroxybenzyl alcohol is treated wit... Starting materials: COC(C(=CCCCCCCC)F)(F)F (1-methoxy-1,1,2-trifluoro-2-decene), S(O)(O)(=O)=O (sulfuric acid), ice water. Run in CCCCC (n-pentane). Conditions: temperature 20 celsius, time 40 hour. Yields the product F\C(\C(=O)OC)=C/CCCCCCC (methyl (Z)-2-fluoro-2-decenoate). Yield: 54.5%. RXN SMILES: S(=O)(=O)(O)[OH:2].[CH3:6][O:7][C:8](F)(F)[C:9]([F:18])=[CH:10][CH2:11][CH2:12][CH2:13][CH2:14][CH2:15][CH2:16][CH3:17]>CCCCC>[F:18]/[C:9](=[CH:10]\[CH2:11][CH2:12][CH2:13][CH2:14][CH2:15][CH2:16][CH3:17])/[C:8]([O:7][CH3:6])=[O:2]. Reported procedure: To a mixture of 3 g 75% sulfuric acid and 15 mL of n-pentane at 20° C. in a round-bottom 50 mL flask was added the crude 1-methoxy-1,1,2-trifluoro-2-decene (1.2 g). The resulting mixture was stirred for 40 hours at 20° C. The reaction mixture was poured into a large excess of ice-water and the liquid extracted twice with diethyl ether. The ether layers were combined, washed with water and brine, then dried over anhydrous magnesium sulfate. Evaporation of solvent gave a yellow oil which was chrom... The reactants are [BH4-], CCOC(=O)c1c(CC)nc2c(cnn2CC)c1NC1CCOCC1, C1CCOC1, CO, [Li+], O. The product is CCc1nc2c(cnn2CC)c(NC2CCOCC2)c1CO. RXN SMILES: [BH4-:28].[CH2:1]([CH3:2])[n:3]1[n:4][cH:5][c:6]2[c:7]1[n:8][c:9]([CH2:24][CH3:25])[c:10]([C:19](=[O:20])[O:21][CH2:22][CH3:23])[c:11]2[NH:12][CH:13]1[CH2:14][CH2:15][O:16][CH2:17][CH2:18]1.[CH2:31]1[O:32][CH2:33][CH2:34][CH2:35]1.[CH3:26][OH:27].[Li+:29].[OH2:30]>>[CH2:1]([CH3:2])[n:3]1[n:4][cH:5][c:6]2[c:7]1[n:8][c:9]([CH2:24][CH3:25])[c:10]([CH2:19][OH:20])[c:11]2[NH:12][CH:13]1[CH2:14][CH2:15][O:16][CH2:17][CH2:18]1. Reactants: [Si](C)(C)(C(C)(C)C)OC[C@H](C[C@H](CO)O)N(C(=O)NCC1=C(C(=CC=C1)F)Cl)C (1-((2S,4R)-1-(tert-butyldimethylsilyloxy)-4,5-dihydroxypentan-2-yl)-3-(2-chloro-3-fluorobenzyl)-1-methylurea), COC(C)(C)OC (2,2-dimethoxypropane), CC1=CC=C(C=C1)S(=O)(=O)[O-].C1=CC=[NH+]C=C1 (PPTS), C(=O)(O)[O-].[Na+] (NaHCO3). The solvent is CN(C)C=O (DMF). Reaction conditions: time 2.5 hour. The product is [Si](C)(C)(C(C)(C)C)OC[C@H](C[C@H]1OC(OC1)(C)C)N(C(=O)NCC1=C(C(=CC=C1)F)Cl)C (1-((S)-1-(tert-butyldimethylsilyloxy)-3-((R)-2,2-dimethyl-1,3-dioxolan-4-yl)propan-2-yl)-3-(2-chloro-3-fluorobenzyl)-1-methylurea). Reaction SMILES: [Si:1]([O:8][CH2:9][C@@H:10]([N:16]([CH3:29])[C:17]([NH:19][CH2:20][C:21]1[CH:26]=[CH:25][CH:24]=[C:23]([F:27])[C:22]=1[Cl:28])=[O:18])[CH2:11][C@@H:12]([OH:15])[CH2:13][OH:14])([C:4]([CH3:7])([CH3:6])[CH3:5])([CH3:3])[CH3:2].CO[C:32](OC)([CH3:34])[CH3:33].CC1C=CC(S([O-])(=O)=O)=CC=1.C1C=C[NH+]=CC=1.C([O-])(O)=O.[Na+]>CN(C=O)C>[Si:1]([O:8][CH2:9][C@@H:10]([N:16]([CH3:29])[C:17]([NH:19][CH2:20][C:21]1[CH:26]=[CH:25][CH:24]=[C:23]([F:27])[C:22]=1[Cl:28])=[O:18])[CH2:11][C@@H:12]1[CH2:13][O:14][C:32]([CH3:34])([CH3:33])[O:15]1)([C:4]([CH3:5])([CH3:7])[CH3:6])([CH3:2])[CH3:3] |f:2.3,4.5|. Procedure: To a solution of the 1-((2S,4R)-1-(tert-butyldimethylsilyloxy)-4,5-dihydroxypentan-2-yl)-3-(2-chloro-3-fluorobenzyl)-1-methylurea 1 (4.5 g, 10.0 mmol) in DMF (170 mL) were added 2,2-dimethoxypropane (12.45 mL, 100.0 mmol) and PPTS (0.050 g, 0.02 mmol) at 0° C. After 1 h the reaction was warmed up to RT and stirred for an additional 2.5 h. The crude reaction mixture was then added into a saturated aqueous solution of NaHCO3 (350 mL) and extracted with EtOAc (3×300 mL). Combined organic layers wer... Starting materials: C(=O)([O-])[O-].[K+].[K+] (K2CO3), ClC1=CC=C(C=C1)N(C(C)=O)[C@@H]1C[C@@H](N(C2=CC=CC=C12)C(C1=CC=C(C=C1)O)=O)C ((2S,4R)-N-(4-Chloro-phenyl)-N-[1-(4-hydroxy-benzoyl)-2-methyl-1,2,3,4-tetrahydro-quinolin-4-yl]-acetamide), C(C)OC(=O)C1(CCC1)CCBr (1-(2-Bromo-ethyl)-cyclobutanecarboxylic acid ethyl ester). Solvent: CN(C)C=O (DMF). Conditions: temperature 80 celsius. Yields the product C(C)OC(=O)C1(CCC1)CCOC1=CC=C(C=C1)C(=O)N1C(CC(C2=CC=CC=C12)N(C1=CC=C(C=C1)Cl)C(C)=O)C (1-[2-(4-{4-[acetyl(4-chloro-phenyl)-amino]-2-methyl-3,4-dihydro-2H-quinoline-1-carbonyl}-phenoxy)-ethyl]-cyclobutanecarboxylic acid ethyl ester). Isolated yield 67.5%. RXN SMILES: [Cl:1][C:2]1[CH:7]=[CH:6][C:5]([N:8]([C@H:12]2[C:21]3[C:16](=[CH:17][CH:18]=[CH:19][CH:20]=3)[N:15]([C:22](=[O:30])[C:23]3[CH:28]=[CH:27][C:26]([OH:29])=[CH:25][CH:24]=3)[C@@H:14]([CH3:31])[CH2:13]2)[C:9](=[O:11])[CH3:10])=[CH:4][CH:3]=1.C([O-])([O-])=O.[K+].[K+].[CH2:38]([O:40][C:41]([C:43]1([CH2:47][CH2:48]Br)[CH2:46][CH2:45][CH2:44]1)=[O:42])[CH3:39]>CN(C=O)C>[CH2:38]([O:40][C:41]([C:43]1([CH2:47][CH2:48][O:29][C:26]2[CH:25]=[CH:24][C:23]([C:22]([N:15]3[C:16]4[C:21](=[CH:20][CH:19]=[CH:18][CH:17]=4)[CH:12]([N:8]([C:9](=[O:11])[CH3:10])[C:5]4[CH:4]=[CH:3][C:2]([Cl:1])=[CH:7][CH:6]=4)[CH2:13][CH:14]3[CH3:31])=[O:30])=[CH:28][CH:27]=2)[CH2:46][CH2:45][CH2:44]1)=[O:42])[CH3:39] |f:1.2.3|. Procedure details: (2S,4R)-N-(4-Chloro-phenyl)-N-[1-(4-hydroxy-benzoyl)-2-methyl-1,2,3,4-tetrahydro-quinolin-4-yl]-acetamide (0.17 g, 0.39 mmol) was dissolved in 5 ml DMF at room temperature and K2CO3 (0.323 g, 2.34 mmol) was added. 1-(2-Bromo-ethyl)-cyclobutanecarboxylic acid ethyl ester (0.184 g, 0.78 mmol) prepared according to the procedure from Tetrahedron 1994, 50(32), 9825-30 was added and the reaction was allowed to heat to 80° C. overnight. The reaction mixture was concentrated in vacuo. The residue was p...